From a dataset of the Open Reaction Database (ORD), a public repository of structured organic reaction records. describe an organic reaction: reactants, conditions, products, and yield Starting materials: CC1=CC(=NO1)N=C=O (5-methyl-3-isoxazolyl isocyanate), C(C=C)O (allyl alcohol), C1=CC=CC=C1 (benzene), resultant mixture. The product is CC1=CC(=NO1)NC(OCC=C)=O (allyl N-(5-methyl-3 -isoxazolyl)carbamate). As a reaction SMILES: [CH3:1][C:2]1[O:6][N:5]=[C:4]([N:7]=[C:8]=[O:9])[CH:3]=1.C([OH:13])C=C.[CH:14]1[CH:19]=CC=C[CH:15]=1>>[CH3:1][C:2]1[O:6][N:5]=[C:4]([NH:7][C:8](=[O:13])[O:9][CH2:15][CH:14]=[CH2:19])[CH:3]=1. Procedure details: To a suspension of 5-methyl-3-isoxazolyl isocyanate (1.71 g) in benzene (46 ml), allyl alcohol (0.88 g) is added, and the resultant mixture is refluxed for 3 hours. After cooling, the reaction mixture is evaporated to remove the solvent, whereby allyl N-(5-methyl-3 -isoxazolyl)carbamate (2.38 g) is obtained. This substance is recrystallized from cyclohexane to give crystals melting at 76.5° to 77.5° C. Reactants: CO (methanol), O1CCOC2=C1C=CC(=C2)CN(C(OC(C)(C)C)=O)C2CCN(CC2)CCN2C(C=C(C1=CC=C(C=C21)C(=O)NC)C)=O (tert-butyl (2,3-dihydro-1,4-benzodioxin-6-ylmethyl)(1-(2-(4-methyl-7-((methylamino) carbonyl)-2-oxoquinolin-1(2H)-yl)ethyl)piperidin-4-yl)carbamate), Cl.C(C)(=O)OCC (hydrogen chloride ethyl acetate). The solvent is C(C)(=O)OCC (Ethyl acetate). Reaction conditions: time 5.5 hour. Yields the product Cl.O1CCOC2=C1C=CC(=C2)CNC2CCN(CC2)CCN2C(C=C(C1=CC=C(C=C21)C(=O)NC)C)=O (1-(2-(4-((2,3-dihydro-1,4-benzodioxin-6-ylmethyl)amino)piperidin-1-yl)ethyl)-N-methyl-4-methyl-2-oxo-1,2-dihydroquinoline-7-carboxamide hydrochloride). Reaction SMILES: CO.[O:3]1[C:8]2[CH:9]=[CH:10][C:11]([CH2:13][N:14]([CH:22]3[CH2:27][CH2:26][N:25]([CH2:28][CH2:29][N:30]4[C:39]5[C:34](=[CH:35][CH:36]=[C:37]([C:40]([NH:42][CH3:43])=[O:41])[CH:38]=5)[C:33]([CH3:44])=[CH:32][C:31]4=[O:45])[CH2:24][CH2:23]3)C(=O)OC(C)(C)C)=[CH:12][C:7]=2[O:6][CH2:5][CH2:4]1.[ClH:46].C(OCC)(=O)C>C(OCC)(=O)C>[ClH:46].[O:3]1[C:8]2[CH:9]=[CH:10][C:11]([CH2:13][NH:14][CH:22]3[CH2:27][CH2:26][N:25]([CH2:28][CH2:29][N:30]4[C:39]5[C:34](=[CH:35][CH:36]=[C:37]([C:40]([NH:42][CH3:43])=[O:41])[CH:38]=5)[C:33]([CH3:44])=[CH:32][C:31]4=[O:45])[CH2:24][CH2:23]3)=[CH:12][C:7]=2[O:6][CH2:5][CH2:4]1 |f:2.3,5.6|. Procedure: To 0.5 mL of methanol solution containing 58 mg of tert-butyl (2,3-dihydro-1,4-benzodioxin-6-ylmethyl)(1-(2-(4-methyl-7-((methylamino) carbonyl)-2-oxoquinolin-1(2H)-yl)ethyl)piperidin-4-yl)carbamate, 0.5 mL of 4 mol/L hydrogen chloride/ethyl acetate solution was added, and stirred for 5.5 hours. Ethyl acetate was added, and the resulting solid was filtered to give 0.032 g of 1-(2-(4-((2,3-dihydro-1,4-benzodioxin-6-ylmethyl)amino)piperidin-1-yl)ethyl)-N-methyl-4-methyl-2-oxo-1,2-dihydroquinoline-... Starting materials: CC1=C2N(C3=CC=CC=C13)C(C(CC2)CC=2N=CNC2C)=O.CC1(C2CCC1(C(=O)C2)CS(=O)(=O)O)C ((+)8,9-dihydro-10-methyl-7-[(5-methyl-1H-imidazol-4-yl)methyl]pyrido[1,2-a]indol-6(7H)-one·CSA), [OH-].[Na+] (sodium hydroxide). Solvent: O (water), CO (methanol). Conditions: time 1 hour. The product is CC1=C2N(C3=CC=CC=C13)C(C(CC2)CC=2N=CNC2C)=O ((+)8,9-dihydro-10-methyl-7-[(5-methyl-1H-imidazol-4-yl)methyl]pyrido[1,2-a]indol-6(7H)-one). Reaction SMILES: [CH3:1][C:2]1[C:10]2[C:5](=[CH:6][CH:7]=[CH:8][CH:9]=2)[N:4]2[C:11](=[O:22])[CH:12]([CH2:15][C:16]3[N:17]=[CH:18][NH:19][C:20]=3[CH3:21])[CH2:13][CH2:14][C:3]=12.CC1(C)C2(CS(O)(=O)=O)C(CC1CC2)=O.[OH-].[Na+]>CO.O>[CH3:1][C:2]1[C:10]2[C:5](=[CH:6][CH:7]=[CH:8][CH:9]=2)[N:4]2[C:11](=[O:22])[CH:12]([CH2:15][C:16]3[N:17]=[CH:18][NH:19][C:20]=3[CH3:21])[CH2:13][CH2:14][C:3]=12 |f:0.1,2.3|. Reported procedure: (+)8,9-dihydro-10-methyl-7-[(5-methyl-1H-imidazol-4-yl)methyl]pyrido[1,2-a]indol-6(7H)-one·CSA salt (15.0 g) was suspended in methanol (45 ml) and water (105 ml), and adjusted to pH10.6 with 8% aqueous sodium hydroxide (10 ml) at an interior temperature of 20~30° C. It was agitated for 1 hr at the same temperature, thereafter the crystals were collected by filtration, washed with water (45 ml), and thereafter dried overnight under vacuum to obtain (+)8,9-dihydro-10-methyl-7-[(5-methyl-1H-imidazo... Reactants: CC1=C(C=CC=C1C)C(C)C=1NC=CN1 (2-[1-(2,3-Dimethylphenyl)ethyl]-1H-imidazole), C([O-])([O-])=O.[Cs+].[Cs+] (caesium carbonate), C(CC)(=O)OCCl (chloromethyl propionate). The solvent is CC(=O)C (acetone). Conditions: time 18 hour. Product: C(CC)(=O)OCN1C(=NC=C1)C(C)C1=C(C(=CC=C1)C)C ({2-[1-(2,3-Dimethylphenyl)ethyl]-1H-imidazol-1-yl}methyl propionate). Reaction SMILES: [CH3:1][C:2]1[C:7]([CH3:8])=[CH:6][CH:5]=[CH:4][C:3]=1[CH:9]([C:11]1[NH:12][CH:13]=[CH:14][N:15]=1)[CH3:10].C(=O)([O-])[O-].[Cs+].[Cs+].[C:22]([O:26][CH2:27]Cl)(=[O:25])[CH2:23][CH3:24]>CC(C)=O>[C:22]([O:26][CH2:27][N:15]1[CH:14]=[CH:13][N:12]=[C:11]1[CH:9]([C:3]1[CH:4]=[CH:5][CH:6]=[C:7]([CH3:8])[C:2]=1[CH3:1])[CH3:10])(=[O:25])[CH2:23][CH3:24] |f:1.2.3|. Procedure: To a suspension of the compound of Example 1 (120 mg, 0.6 mmol) and caesium carbonate (731 mg, 1.8 mmol) in acetone (4 ml), under nitrogen, was added chloromethyl propionate (Eur. J. Pharm. Sci: 24; 5; 2005; 433-440, 183 mg, 1.5 mmol) and the reaction mixture was stirred at room temperature for 18 h. The mixture was filtered and the filtrate was concentrated in vacuo. Reactants: ClC1=NC2=CC=C(C=C2C=C1C(=O)O)Cl (2,6-dichloroquinoline-3-carboxylic acid), CN1C=C(C[C@@H](N)C(=O)O)C2=CC=CC=C12 (1-methyl-D-tryptophan). The product is C(=O)(O)[C@@H](CC1=CN(C2=CC=CC=C12)C)NC1=NC2=CC=C(C=C2C=C1C(=O)O)Cl (2-[(R)-1-Carboxy-2-(1-methyl-1H-indol-3-yl)-ethylamino]-6-chloro-quinoline-3-carboxylic acid). Isolated yield 87.0%. As a reaction SMILES: Cl[C:2]1[C:11]([C:12]([OH:14])=[O:13])=[CH:10][C:9]2[C:4](=[CH:5][CH:6]=[C:7]([Cl:15])[CH:8]=2)[N:3]=1.[CH3:16][N:17]1[C:31]2[C:26](=[CH:27][CH:28]=[CH:29][CH:30]=2)[C:19]([CH2:20][C@H:21]([C:23]([OH:25])=[O:24])[NH2:22])=[CH:18]1>>[C:23]([C@H:21]([NH:22][C:2]1[C:11]([C:12]([OH:14])=[O:13])=[CH:10][C:9]2[C:4](=[CH:5][CH:6]=[C:7]([Cl:15])[CH:8]=2)[N:3]=1)[CH2:20][C:19]1[C:26]2[C:31](=[CH:30][CH:29]=[CH:28][CH:27]=2)[N:17]([CH3:16])[CH:18]=1)([OH:25])=[O:24]. Reported procedure: In close analogy to the procedure described in Example 1, 2,6-dichloroquinoline-3-carboxylic acid is reacted with 1-methyl-D-tryptophan to provide the title compound in 87% yield as yellow needles (recrystallization from DMF/water). Product: CC(C)(CC=C(CN1CCCCC1)C)O (2,5-dimethyl-6-piperidinohex-4-en-2-ol). Conditions: temperature 100 celsius. The reactants are BrC(=C)C (2-bromopropene), CC(C)(C=C)O (2-methyl-3-buten-2-ol), N1CCCCC1 (piperidine), C1(=CC=CC=C1)P(C1=CC=CC=C1)C1=CC=CC=C1 (triphenylphosphine). Isolated yield 80.0%. RXN SMILES: Br[C:2]([CH3:4])=[CH2:3].[CH3:5][C:6]([OH:10])([CH:8]=[CH2:9])[CH3:7].[NH:11]1[CH2:16][CH2:15][CH2:14][CH2:13][CH2:12]1.C1(P(C2C=CC=CC=2)C2C=CC=CC=2)C=CC=CC=1>C([O-])(=O)C.[Pd+2].C([O-])(=O)C>[CH3:5][C:6]([OH:10])([CH2:8][CH:9]=[C:2]([CH3:4])[CH2:3][N:11]1[CH2:16][CH2:15][CH2:14][CH2:13][CH2:12]1)[CH3:7] |f:4.5.6|. Reagents/catalysts: C(C)(=O)[O-].[Pd+2].C(C)(=O)[O-] (palladium acetate). Procedure details: A mixture of 10 mmoles 2-bromopropene, 12.5 mmoles 2-methyl-3-buten-2-ol, 30 mmoles piperidine, 0.10 mmole palladium acetate and 0.20 mmole triphenylphosphine were heated together at 100° C. for 20 hrs. From the reaction mixture there was isolated an 80% yield of 2,5-dimethyl-6-piperidinohex-4-en-2-ol. Starting materials: COc1ccc(C(=O)O)cc1, NC1C2CC3CC1CN(C3)C2. The product is COc1ccc(C(=O)NC2C3CC4CC2CN(C4)C3)cc1. As a reaction SMILES: [CH3:12][O:13][c:14]1[cH:15][cH:16][c:17]([C:20]([OH:21])=[O:22])[cH:18][cH:19]1.[N:1]12[CH2:2][CH:3]3[CH:4]([NH2:11])[CH:5]([CH2:6][CH:7]([CH2:8]1)[CH2:9]3)[CH2:10]2>>[N:1]12[CH2:2][CH:3]3[CH:4]([NH:11][C:20]([c:17]4[cH:16][cH:15][c:14]([O:13][CH3:12])[cH:19][cH:18]4)=[O:21])[CH:5]([CH2:6][CH:7]([CH2:8]1)[CH2:9]3)[CH2:10]2.